Dataset: the Open Reaction Database (ORD), a public repository of structured organic reaction records. Task: describe an organic reaction: reactants, conditions, products, and yield Starting materials: C(C1=CC=CC=C1)OC1=C2C=3C(=C(N=CC3N(C2=CC=C1)S(=O)(=O)C1=CC=C(C)C=C1)C=O)COC (5-benzyloxy-4-methoxymethyl-9-tosyl-β-carboline-3-carbaldehyde), Cl.NO (hydroxylamine hydrochloride). Solvent: C(C)O (ethanol), C(C)O (ethanol). Yields the product C(C1=CC=CC=C1)OC1=C2C=3C(=C(N=CC3N(C2=CC=C1)S(=O)(=O)C1=CC=C(C)C=C1)C=NO)COC (5-Benzyloxy-4-methoxymethyl-9-tosyl-β-carboline-3-carbaldehyde Oxime). As a reaction SMILES: [CH2:1]([O:8][C:9]1[CH:21]=[CH:20][CH:19]=[C:18]2[C:10]=1[C:11]1[C:12]([CH2:34][O:35][CH3:36])=[C:13]([CH:32]=O)[N:14]=[CH:15][C:16]=1[N:17]2[S:22]([C:25]1[CH:31]=[CH:30][C:28]([CH3:29])=[CH:27][CH:26]=1)(=[O:24])=[O:23])[C:2]1[CH:7]=[CH:6][CH:5]=[CH:4][CH:3]=1.Cl.[NH2:38][OH:39]>C(O)C>[CH2:1]([O:8][C:9]1[CH:21]=[CH:20][CH:19]=[C:18]2[C:10]=1[C:11]1[C:12]([CH2:34][O:35][CH3:36])=[C:13]([CH:32]=[N:38][OH:39])[N:14]=[CH:15][C:16]=1[N:17]2[S:22]([C:25]1[CH:31]=[CH:30][C:28]([CH3:29])=[CH:27][CH:26]=1)(=[O:23])=[O:24])[C:2]1[CH:3]=[CH:4][CH:5]=[CH:6][CH:7]=1 |f:1.2|. Procedure details: 500 mg of 5-benzyloxy-4-methoxymethyl-9-tosyl-β-carboline-3-carbaldehyde is heated in 15 ml of ethanol to 70° C., combined with 84 mg of hydroxylamine hydrochloride in 10 ml of ethanol and heated for 1.5 hours to 70° C. Then the mixture is concentrated to 5 ml, poured on 40 ml of water, and suctioned off. The residue (450 mg) is utilized after drying in the subsequent stage without further purification. Reactants: CCO, [Cl-], CC(=O)N1CC=C(c2cc3nccc(Oc4ccc([N+](=O)[O-])cc4F)c3s2)CC1, [NH4+]. Product: CC(=O)N1CC=C(c2cc3nccc(Oc4ccc(N)cc4F)c3s2)CC1. As a reaction SMILES: [CH3:32][CH2:33][OH:34].[Cl-:30].[F:1][c:2]1[c:3]([O:4][c:5]2[c:6]3[c:7]([n:8][cH:9][cH:10]2)[cH:11][c:12]([C:14]2=[CH:15][CH2:16][N:17]([C:20]([CH3:21])=[O:22])[CH2:18][CH2:19]2)[s:13]3)[cH:23][cH:24][c:25]([N+:27]([O-:28])=[O:29])[cH:26]1.[NH4+:31]>>[F:1][c:2]1[c:3]([O:4][c:5]2[c:6]3[c:7]([n:8][cH:9][cH:10]2)[cH:11][c:12]([C:14]2=[CH:15][CH2:16][N:17]([C:20]([CH3:21])=[O:22])[CH2:18][CH2:19]2)[s:13]3)[cH:23][cH:24][c:25]([NH2:27])[cH:26]1. Reactants: NC1=C(C(=O)O)C=C(C=N1)Br (2-amino-5-bromonicotinic acid), N1=C(C(=CC=C1)N)N (pyridine-2,3-diamine), polyphosphoric acid, [OH-].[Na+] (NaOH). The solvent is O (water). Conditions: temperature 160 celsius, time 4 day. Product: BrC=1C=C(C(=NC1)N)C=1NC=2C(=NC=CC2)N1 (5-bromo-3-(1H-imidazo[4,5-b]pyridin-2-yl)pyridin-2-ylamine). RXN SMILES: [NH2:1][C:2]1[N:10]=[CH:9][C:8]([Br:11])=[CH:7][C:3]=1[C:4](O)=O.[N:12]1[CH:17]=[CH:16][CH:15]=[C:14]([NH2:18])[C:13]=1[NH2:19].[OH-].[Na+]>O>[Br:11][C:8]1[CH:7]=[C:3]([C:4]2[NH:18][C:14]3[C:13]([N:19]=2)=[N:12][CH:17]=[CH:16][CH:15]=3)[C:2]([NH2:1])=[N:10][CH:9]=1 |f:2.3|. Procedure details: 50 mg (0.230 mmol) I) of 2-amino-5-bromonicotinic acid and 27.6 mg (0.253 mmol) of pyridine-2,3-diamine are added to 451.5 mg (5 mmol) of polyphosphoric acid, and the mixture is stirred at 160° C. for 4 days. The reaction mixture is cooled to room temperature, water is added, and the mixture is adjusted to pH 12 by means of 1N NaOH. The precipitate formed is filtered off with suction and dried, giving 5-bromo-3-(1H-imidazo[4,5-b]pyridin-2-yl)pyridin-2-ylamine. RXN SMILES: [F:1][C:2]1[CH:9]=[C:8](F)[CH:7]=[CH:6][C:3]=1C=O.[CH3:11][O:12][C:13]1[CH:18]=[CH:17][C:16]([OH:19])=[CH:15][CH:14]=1.[C:20](=[O:23])([O-])[O-].[K+].[K+]>>[CH3:11][O:12][C:13]1[CH:18]=[CH:17][C:16]([O:19][C:7]2[CH:8]=[CH:9][C:2]([F:1])=[CH:3][C:6]=2[CH:20]=[O:23])=[CH:15][CH:14]=1 |f:2.3.4|. Procedure details: In a similar manner to the method described in Example 140a, 2,4-difluoro-benzaldehyde (Aldrich) was reacted with 4-methoxy-phenol and potassium carbonate to give a solid. MS (H+), 247. The reactants are FC1=C(C=O)C=CC(=C1)F (2,4-difluoro-benzaldehyde), COC1=CC=C(C=C1)O (4-methoxy-phenol), C([O-])([O-])=O.[K+].[K+] (potassium carbonate). Product: COC1=CC=C(C=C1)OC1=C(C=O)C=C(C=C1)F (2-(4-methoxy-phenyloxy)-5-fluoro-benzaldehyde). Reactants: CC(C)(C)OC(=O)N1CCOC(Cc2cccc(Br)c2)C1, CN(C)C=O, CCOCC, [Cl-], [NH4+]. Yields the product CC(C)(C)OC(=O)N1CCOC(Cc2cccc(C=O)c2)C1. As a reaction SMILES: [C:1]([CH3:2])([CH3:3])([CH3:4])[O:5][C:6](=[O:7])[N:8]1[CH2:9][CH:10]([CH2:14][c:15]2[cH:16][c:17]([Br:21])[cH:18][cH:19][cH:20]2)[O:11][CH2:12][CH2:13]1.[CH3:22][N:23]([CH:24]=[O:25])[CH3:26].[CH3:29][CH2:30][O:31][CH2:32][CH3:33].[Cl-:27].[NH4+:28]>>[C:1]([CH3:2])([CH3:3])([CH3:4])[O:5][C:6](=[O:7])[N:8]1[CH2:9][CH:10]([CH2:14][c:15]2[cH:16][c:17]([CH:24]=[O:25])[cH:18][cH:19][cH:20]2)[O:11][CH2:12][CH2:13]1. Reactants: CNC(=O)C=1C(C(=C(N(C1)C(C)C1=NC=C(C=C1)Br)C)C1=CC(=NC=C1)C(F)(F)F)=O (1-[1-(5-Bromo-pyridin-2-yl)-ethyl]-2-methyl-4-oxo-2′-trifluoromethyl-1,4-dihydro-[3,4′]bipyridinyl-5-carboxylic acid methylamide), C(C)NC(=O)C1=CN(C(=C(C1=O)C1=CC(=CC=C1)C(F)F)C)C(C)C1=NC=C(C=C1)Br (1-[1-(5-Bromo-pyridin-2-yl)-ethyl]-5-(3-difluoromethyl-phenyl)-6-methyl-4-oxo-1,4-dihydro-pyridine-3-carboxylic acid ethylamide), ( 002_CA03 ). Yields the product C(C)NC(=O)C1=CN(C(=C(C1=O)C1=CC(=CC=C1)C(F)F)C)C(C)C1=NC=C(C=C1)C#N (1-[1-(5-Cyano-pyridin-2-yl)-ethyl]-5-(3-difluoromethyl-phenyl)-6-methyl-4-oxo-1,4-dihydro-pyridine-3-carboxylic acid ethylamide). Reaction SMILES: [CH3:1][NH:2]C(C1C(=O)C(C2C=CN=C(C(F)(F)F)C=2)=C(C)N(C(C2C=CC(Br)=CN=2)C)C=1)=O.[CH2:32]([NH:34][C:35]([C:37]1[C:42](=[O:43])[C:41]([C:44]2[CH:49]=[CH:48][CH:47]=[C:46]([CH:50]([F:52])[F:51])[CH:45]=2)=[C:40]([CH3:53])[N:39]([CH:54]([C:56]2[CH:61]=[CH:60][C:59](Br)=[CH:58][N:57]=2)[CH3:55])[CH:38]=1)=[O:36])[CH3:33]>>[CH2:32]([NH:34][C:35]([C:37]1[C:42](=[O:43])[C:41]([C:44]2[CH:49]=[CH:48][CH:47]=[C:46]([CH:50]([F:52])[F:51])[CH:45]=2)=[C:40]([CH3:53])[N:39]([CH:54]([C:56]2[CH:61]=[CH:60][C:59]([C:1]#[N:2])=[CH:58][N:57]=2)[CH3:55])[CH:38]=1)=[O:36])[CH3:33]. Reported procedure: Example 18 is prepared as described for Example 15, substituting preparation 15b with preparation 18b. ESI mass spectrum: [M+H]+=437; Retention time HPLC: 0.76 min (002_CA03). Reactants: [Al+3], C1CCOC1, NC(=O)c1ccc(F)c(C2CC2)c1, [H-], [H-], [H-], [H-], [Li+], O. The product is NCc1ccc(F)c(C2CC2)c1. As a reaction SMILES: [Al+3:15].[CH2:21]1[O:22][CH2:23][CH2:24][CH2:25]1.[CH:1]1([c:4]2[cH:5][c:6]([C:7](=[O:8])[NH2:9])[cH:10][cH:11][c:12]2[F:13])[CH2:2][CH2:3]1.[H-:14].[H-:17].[H-:18].[H-:19].[Li+:16].[OH2:20]>>[CH:1]1([c:4]2[cH:5][c:6]([CH2:7][NH2:9])[cH:10][cH:11][c:12]2[F:13])[CH2:2][CH2:3]1. Reactants: CN1N=NC(=C1)C1=CC=C(C=C1)CO ([4-(1-methyl-1H-1,2,3-triazol-4-yl)phenyl]methanol), P(Br)(Br)Br (phosphorus tribromide). Solvent: ClCCl (dichloromethane). Run at temperature 20 celsius, time 16 hour. The product is BrCC1=CC=C(C=C1)C=1N=NN(C1)C (4-[4-(bromomethyl)phenyl]-1-methyl-1H-1,2,3-triazole). Yield: 77.3%. RXN SMILES: [CH3:1][N:2]1[CH:6]=[C:5]([C:7]2[CH:12]=[CH:11][C:10]([CH2:13]O)=[CH:9][CH:8]=2)[N:4]=[N:3]1.P(Br)(Br)[Br:16]>ClCCl>[Br:16][CH2:13][C:10]1[CH:11]=[CH:12][C:7]([C:5]2[N:4]=[N:3][N:2]([CH3:1])[CH:6]=2)=[CH:8][CH:9]=1. Procedure details: To a solution of [4-(1-methyl-1H-1,2,3-triazol-4-yl)phenyl]methanol (3.40 g) in dichloromethane (130 mL) was added dropwise phosphorus tribromide (23.0 g) under ice-cooling, and the mixture was stirred at 20° C. for 16 hr. The reaction mixture was concentrated under reduced pressure, the residue was poured into saturated aqueous sodium bicarbonate solution, and the mixture was extracted with dichloromethane (×3). The combined organic layers were washed with water and saturated brine, and dried o... The reactants are C1(CCCCC1)N1C(C2=CC(=CC=C2C1)N1CCNCC1)=O (2-cyclohexyl-2,3-dihydro-6-(piperazin-1-yl)-1H-isoindol-1-one), C(C1=CN=CC=C1)(=O)O (nicotinic acid). Yields the product C1(CCCCC1)N1C(C2=CC(=CC=C2C1)N1CCN(CC1)C(=O)C=1C=NC=CC1)=O (2-cyclohexyl-2,3-dihydro-6-[4-(pyridine-3-carbonyl)piperazin-1-yl]-1H-isoindol-1-one). Reaction SMILES: [CH:1]1([N:7]2[CH2:15][C:14]3[C:9](=[CH:10][C:11]([N:16]4[CH2:21][CH2:20][NH:19][CH2:18][CH2:17]4)=[CH:12][CH:13]=3)[C:8]2=[O:22])[CH2:6][CH2:5][CH2:4][CH2:3][CH2:2]1.[C:23](O)(=[O:30])[C:24]1[CH:29]=[CH:28][CH:27]=[N:26][CH:25]=1>>[CH:1]1([N:7]2[CH2:15][C:14]3[C:9](=[CH:10][C:11]([N:16]4[CH2:17][CH2:18][N:19]([C:23]([C:24]5[CH:25]=[N:26][CH:27]=[CH:28][CH:29]=5)=[O:30])[CH2:20][CH2:21]4)=[CH:12][CH:13]=3)[C:8]2=[O:22])[CH2:2][CH2:3][CH2:4][CH2:5][CH2:6]1. Procedure: In the same manner as in Example 35, the title compound was prepared from the compound obtained in step (e) of Example 1 and nicotinic acid. The product is NC1=C(C=C(OC2=CC(=NC=C2)C(=O)OC(C)(C)C)C=C1)[N+](=O)[O-] (tert-butyl 4-(4-amino-3-nitrophenoxy)pyridine-2-carboxylate). Solvent: CN(C=O)C (dimethylformamide), CN(C=O)C (dimethylformamide). Starting materials: C[Si](C)(C)[N-][Si](C)(C)C.[K+] (KHMDS), C([O-])([O-])=O.[K+].[K+] (potassium carbonate), ClC1=CC(=NC=C1)C(=O)OC(C)(C)C (tert-butyl 4-chloropyridine-2-carboxylate), NC1=C(C=C(C=C1)O)[N+](=O)[O-] (4-amino-3-nitrophenol). Reaction conditions: temperature 80 celsius, time 2 hour. RXN SMILES: C[Si]([N-][Si](C)(C)C)(C)C.[K+].[NH2:11][C:12]1[CH:17]=[CH:16][C:15]([OH:18])=[CH:14][C:13]=1[N+:19]([O-:21])=[O:20].Cl[C:23]1[CH:28]=[CH:27][N:26]=[C:25]([C:29]([O:31][C:32]([CH3:35])([CH3:34])[CH3:33])=[O:30])[CH:24]=1.C(=O)([O-])[O-].[K+].[K+]>CN(C)C=O>[NH2:11][C:12]1[CH:17]=[CH:16][C:15]([O:18][C:23]2[CH:28]=[CH:27][N:26]=[C:25]([C:29]([O:31][C:32]([CH3:35])([CH3:34])[CH3:33])=[O:30])[CH:24]=2)=[CH:14][C:13]=1[N+:19]([O-:21])=[O:20] |f:0.1,4.5.6|. Procedure details: Solid anhydrous white powdered KHMDS (2 eq) was suspended in a solution of dimethylformamide. Red crystalline 4-amino-3-nitrophenol (1 eq) was charged to the rapidly stirring solution under an inert atmosphere and the heterogeneous solution was allowed to stir for 2 hours. Then a dimethylformamide solution of tert-butyl 4-chloropyridine-2-carboxylate (1 eq) was added dropwise. Anhydrous powdered potassium carbonate (1.2 eq) was charged to the reaction as an acid scavenger. The purple colored vis...